From a dataset of the Open Reaction Database (ORD), a public repository of structured organic reaction records. describe an organic reaction: reactants, conditions, products, and yield The reactants are C(C)(=O)OCC (Ethyl acetate), N1=CC=C(C2=CC=CC=C12)N1CCOC2=C(C1)C=C(C=C2)C2=CC1=C(NC(N1)=S)C=C2 (5-(4-quinolin-4-yl-2,3,4,5-tetrahydro-1,4-benzoxazepin-7-yl)-1,3-dihydro-2H-benzimidazole-2-thione), C([O-])([O-])=O.[K+].[K+] (potassium carbonate), CI (methyl iodide). The solvent is CN(C=O)C (dimethylformamide). Run at time 1 hour. The product is CSC1=NC2=C(N1)C=C(C=C2)C=2C=CC1=C(CN(CCO1)C1=CC=NC3=CC=CC=C13)C2 (7-[2-(methylthio)-1H-benzimidazol-6-yl]-4-quinolin-4-yl-2,3,4,5-tetrahydro-1,4-benzoxazepine). Yield: 59.7%. Reaction SMILES: [N:1]1[C:10]2[C:5](=[CH:6][CH:7]=[CH:8][CH:9]=2)[C:4]([N:11]2[CH2:17][C:16]3[CH:18]=[C:19]([C:22]4[CH:31]=[CH:30][C:25]5[NH:26][C:27](=[S:29])[NH:28][C:24]=5[CH:23]=4)[CH:20]=[CH:21][C:15]=3[O:14][CH2:13][CH2:12]2)=[CH:3][CH:2]=1.[C:32](=O)([O-])[O-].[K+].[K+].CI.C(OCC)(=O)C>CN(C)C=O>[CH3:32][S:29][C:27]1[NH:28][C:24]2[CH:23]=[C:22]([C:19]3[CH:20]=[CH:21][C:15]4[O:14][CH2:13][CH2:12][N:11]([C:4]5[C:5]6[C:10](=[CH:9][CH:8]=[CH:7][CH:6]=6)[N:1]=[CH:2][CH:3]=5)[CH2:17][C:16]=4[CH:18]=3)[CH:31]=[CH:30][C:25]=2[N:26]=1 |f:1.2.3|. Reported procedure: A suspension of 5-(4-quinolin-4-yl-2,3,4,5-tetrahydro-1,4-benzoxazepin-7-yl)-1,3-dihydro-2H-benzimidazole-2-thione (355 mg, 0.84 mmol), potassium carbonate (578 mg, 4.18 mmol), and methyl iodide (119 mg, 0.84 mmol) in dimethylformamide (5 mL) was stirred at room temperature for 1 h. Ethyl acetate (100 mL) was added, and the organic layer was washed with water (2×20 mL), 5% aqueous lithium chloride (2×20 mL), and brine (20 mL), dried over sodium sulfate, filtered and concentrated. Column chromato... The reactants are OO (Hydrogen peroxide), OC(CCN1C(S(CC1=O)=O)CCCCCCC(=O)O)CCCCC (7-[3-(3-hydroxyoctyl)-1,4-dioxo-2-thiazolidinyl]heptanoic acid), ammonium molybdate. tetrahydrate, C(Cl)(Cl)Cl (chloroform). Solvent: CO (methanol), O (water). Conditions: time 64 hour. Yields the product OC(CCN1C(S(CC1=O)(=O)=O)CCCCCCC(=O)O)CCCCC (7-[3-(3-Hydroxyoctyl)-1,1,4-trioxo-2-thiazolidinyl]heptanoic Acid). RXN SMILES: [OH:1]O.[OH:3][CH:4]([CH2:23][CH2:24][CH2:25][CH2:26][CH3:27])[CH2:5][CH2:6][N:7]1[C:11](=[O:12])[CH2:10][S:9](=[O:13])[CH:8]1[CH2:14][CH2:15][CH2:16][CH2:17][CH2:18][CH2:19][C:20]([OH:22])=[O:21].C(Cl)(Cl)Cl>CO.O>[OH:3][CH:4]([CH2:23][CH2:24][CH2:25][CH2:26][CH3:27])[CH2:5][CH2:6][N:7]1[C:11](=[O:12])[CH2:10][S:9](=[O:1])(=[O:13])[CH:8]1[CH2:14][CH2:15][CH2:16][CH2:17][CH2:18][CH2:19][C:20]([OH:22])=[O:21]. Reported procedure: 30% Hydrogen peroxide (2.0 ml., 20 millimole) is added slowly to a stirred solution of 7-[3-(3-hydroxyoctyl)-1,4-dioxo-2-thiazolidinyl]heptanoic acid (1.98 g., 4.69 millimole) and ammonium molybdate. tetrahydrate 0.1 g., catalyst) in methanol (25 ml.) maintained at 0° to 5° C. The resulting solution is allowed to warm to room temperature and then is stirred at room temperature for 64 hours. After diluting with water, the reaction mixture is extracted with chloroform three times. The combined org... Reactants: BrC1=C(C(=CC=2C(=CCC(C12)(C)C)C(C)CC)/C(=C(\CO)/F)/CC)OCC ((2E)-3-(4-bromo-8-sec-butyl-3-ethoxy-5,5-dimethyl-5,6-dihydro-naphthalen-2-yl)-2-fluoro-pent-2-en-1-ol), ClCCl (dichloromethane), C[N+]1(CCOCC1)[O-] (4-methylmorpholine N-oxide). Reagents/catalysts: [Ru](=O)(=O)(=O)[O-].C(CC)[N+](CCC)(CCC)CCC (tetrapropylammonium perruthenate). Solvent: C(C)#N (acetonitrile). Product: BrC1=C(C(=CC=2C(=CCC(C12)(C)C)C(C)CC)/C(=C(\C=O)/F)/CC)OCC ((2E)-3-(4-Bromo-8-sec-butyl-3-ethoxy-5,5-dimethyl-5,6-dihydro-naphthalen-2-yl)-2-fluoro-pent-2-enal). As a reaction SMILES: [Br:1][C:2]1[C:11]2[C:10]([CH3:13])([CH3:12])[CH2:9][CH:8]=[C:7]([CH:14]([CH2:16][CH3:17])[CH3:15])[C:6]=2[CH:5]=[C:4](/[C:18](/[CH2:23][CH3:24])=[C:19](/[F:22])\[CH2:20][OH:21])[C:3]=1[O:25][CH2:26][CH3:27].C[N+]1([O-])CCOCC1.ClCCl>C(#N)C.[Ru]([O-])(=O)(=O)=O.C([N+](CCC)(CCC)CCC)CC>[Br:1][C:2]1[C:11]2[C:10]([CH3:13])([CH3:12])[CH2:9][CH:8]=[C:7]([CH:14]([CH2:16][CH3:17])[CH3:15])[C:6]=2[CH:5]=[C:4](/[C:18](/[CH2:23][CH3:24])=[C:19](/[F:22])\[CH:20]=[O:21])[C:3]=1[O:25][CH2:26][CH3:27] |f:4.5|. Reported procedure: As described in General Procedure H-1, (2E)-3-(4-bromo-8-sec-butyl-3-ethoxy-5,5-dimethyl-5,6-dihydro-naphthalen-2-yl)-2-fluoro-pent-2-en-1-ol (Compound A-143, 411 mg, 0.94 mmol), tetrapropylammonium perruthenate (10 mg, 0.028 mmol) and 4-methylmorpholine N-oxide (274 mg, 2.34 mmol) were reacted in acetonitrile and dichloromethane to give the title compound as a yellow oil after purification by flash column chromatography (silica gel, 5% ethyl acetate in hexane). The reactants are C(=O)(O)C=1C=C2CCC(NC2=CC1)=O (6-carboxy-3,4-dihydrocarbostyril), C1CCC(CC1)N=C=NC2CCCCC2 (DCC), C(C1=CC=CC=C1)N1CCNCC1 (benzylpiperazine). The solvent is O1CCOCC1 (dioxane). Reaction conditions: temperature 70 celsius, time 5 hour. Yields the product C(C1=CC=CC=C1)N1CCN(CC1)C(=O)C=1C=C2CCC(NC2=CC1)=O (6-(4-benzyl-1-piperazinylcarbonyl)-3,4-dihydrocarbostyril). RXN SMILES: [C:1]([C:4]1[CH:5]=[C:6]2[C:11](=[CH:12][CH:13]=1)[NH:10][C:9](=[O:14])[CH2:8][CH2:7]2)([OH:3])=O.C1CCC(N=C=NC2CCCCC2)CC1.[CH2:30]([N:37]1[CH2:42][CH2:41][NH:40][CH2:39][CH2:38]1)[C:31]1[CH:36]=[CH:35][CH:34]=[CH:33][CH:32]=1>O1CCOCC1>[CH2:30]([N:37]1[CH2:42][CH2:41][N:40]([C:1]([C:4]2[CH:5]=[C:6]3[C:11](=[CH:12][CH:13]=2)[NH:10][C:9](=[O:14])[CH2:8][CH2:7]3)=[O:3])[CH2:39][CH2:38]1)[C:31]1[CH:32]=[CH:33][CH:34]=[CH:35][CH:36]=1. Procedure details: 1.0 Gram of 6-carboxy-3,4-dihydrocarbostyril, 1.3 g of DCC and 1.1 g of benzylpiperazine were suspended in 10 ml of dioxane and the suspension was stirred at 70° C. for 5 hours. After the reaction was completed, the solvent was removed by distillation and ether was added to the residue and crystals formed were removed by filtration. After the mother liquor was concentrated, the residue was dissolved in chloroform and the chloroform solution was washed with water and a saturated sodium chloride a... Reactants: C(C)(=O)O[C@H]1[C@@H](O[C@@H]([C@H]1OC(C)=O)C)N1C(=O)N=C(N)C(=C1)I (5'-deoxy-2',3'-di-O-acetyl-5-iodocytidine), C(C)(C)N(C(C)C)CC (N,N-diisopropylethylamine), C[Si](C)(C)C#C (trimethylsilyl-acetylene). The reagents and catalysts are Cl[Pd]([P](C1=CC=CC=C1)(C2=CC=CC=C2)C3=CC=CC=C3)([P](C4=CC=CC=C4)(C5=CC=CC=C5)C6=CC=CC=C6)Cl (Pd(PPh3)2Cl2). The solvent is C(Cl)Cl (CH2Cl2). Reaction conditions: temperature 60 celsius, time 2 hour. The product is C(C)(=O)O[C@H]1[C@@H](O[C@@H]([C@H]1OC(C)=O)C)N1C(=O)N=C(N)C(=C1)C#C[Si](C)(C)C (2',3'-di-O-acetyl-5'-deoxy-5-[2-(trimethylsilyl)ethynyl]cytidine). RXN SMILES: [C:1]([O:4][C@@H:5]1[C@H:9]([O:10][C:11](=[O:13])[CH3:12])[C@@H:8]([CH3:14])[O:7][C@H:6]1[N:15]1[CH:22]=[C:21](I)[C:19]([NH2:20])=[N:18][C:16]1=[O:17])(=[O:3])[CH3:2].C(N(CC)C(C)C)(C)C.[CH3:33][Si:34]([C:37]#[CH:38])([CH3:36])[CH3:35]>C(Cl)Cl.Cl[Pd](Cl)([P](C1C=CC=CC=1)(C1C=CC=CC=1)C1C=CC=CC=1)[P](C1C=CC=CC=1)(C1C=CC=CC=1)C1C=CC=CC=1>[C:1]([O:4][C@@H:5]1[C@H:9]([O:10][C:11](=[O:13])[CH3:12])[C@@H:8]([CH3:14])[O:7][C@H:6]1[N:15]1[CH:22]=[C:21]([C:38]#[C:37][Si:34]([CH3:36])([CH3:35])[CH3:33])[C:19]([NH2:20])=[N:18][C:16]1=[O:17])(=[O:3])[CH3:2] |^1:44,63|. Reported procedure: To a stirred solution of 5'-deoxy-2',3'-di-O-acetyl-5-iodocytidine (1.35 g, 3.087 mmol) in CH2Cl2 (15 ml) there was added N,N-diisopropylethylamine (0.537 ml, 3.087 mmol), Cul (58 mg, 0.309 mmol), Pd(PPh3)2Cl2 (60 mg, 0.085 mmol), and trimethylsilyl-acetylene (0.523 ml, 3.704 mmol) at room temperature under Ar. The reaction mixture was then heated to 60° C. After stirring for 2 hours, the mixture was cooled to room temperature. The solvent was removed under reduced pressure, and the residue diss... The reactants are BrC=1C=C(C(=NC1)CCCCN)C (5-bromo-2-(4-aminobutyl)-3-methyl pyridine), [N+](=O)([O-])NC1=NC=C(C(N1)=O)CC=1C=NC(=C(C1)C)C (2-nitroamino-5-(5,6-dimethyl-3-pyridylmethyl)-4-pyrimidone). Run in C1(=CC=CC=C1)OC (anisole), petroleum ether. The product is BrC=1C=C(C(=NC1)CCCCNC1=NC=C(C(N1)=O)CC=1C=NC(=C(C1)C)C)C (2-[4-(5-bromo-3-methyl-pyrid-2-yl)-butylamino]-5-(5,6-dimethyl-3-pyridylmethyl)-4-pyrimidone). Isolated yield 47.0%. Reaction SMILES: [Br:1][C:2]1[CH:3]=[C:4]([CH3:13])[C:5]([CH2:8][CH2:9][CH2:10][CH2:11][NH2:12])=[N:6][CH:7]=1.[N+](N[C:18]1[NH:23][C:22](=[O:24])[C:21]([CH2:25][C:26]2[CH:27]=[N:28][C:29]([CH3:33])=[C:30]([CH3:32])[CH:31]=2)=[CH:20][N:19]=1)([O-])=O>C1(OC)C=CC=CC=1>[Br:1][C:2]1[CH:3]=[C:4]([CH3:13])[C:5]([CH2:8][CH2:9][CH2:10][CH2:11][NH:12][C:18]2[NH:23][C:22](=[O:24])[C:21]([CH2:25][C:26]3[CH:27]=[N:28][C:29]([CH3:33])=[C:30]([CH3:32])[CH:31]=3)=[CH:20][N:19]=2)=[N:6][CH:7]=1. Procedure details: A mixture of 5-bromo-2-(4-aminobutyl)-3-methyl pyridine, (0.68 g) and 2-nitroamino-5-(5,6-dimethyl-3-pyridylmethyl)-4-pyrimidone (0.83 g) in anisole (25 ml) were refluxed for 4 hrs. Excess petroleum ether was added to precipitate the product which was then chromatographed on a silica gel column in CHCl3. The product crystallised under ether to give 2-[4-(5-bromo-3-methyl-pyrid-2-yl)-butylamino]-5-(5,6-dimethyl-3-pyridylmethyl)-4-pyrimidone (0.6 g) m.p. 126°14 8° C. The reactants are C1CCOC1 (THF), C1CCOC1 (THF), [Si](C)(C)(C(C)(C)C)O[C@H]1CN(CC1)CCOC1=CC=C(C=C1)N1C(C=C(C=C1)OCC1=NC=C(C=C1)Cl)=O (1-{4-[2-((3R)-3-{[tert-butyl(dimethyl)silyl]oxy}-1-pyrrolidinyl)ethoxy]phenyl}-4-[(5-chloro-2-pyridinyl)methoxy]-1H-pyridin-2-one). Run in C(Cl)(Cl)Cl (Chloroform). Reaction conditions: time 3 hour. The product is ClC=1C=CC(=NC1)COC1=CC(N(C=C1)C1=CC=C(C=C1)OCCN1C[C@@H](CC1)O)=O (4-[(5-chloro-2-pyridinyl)methoxy]-1-(4-{2-[(3R)-3-hydroxy-1-pyrrolidinyl]ethoxy}phenyl)-1H-pyridin-2-one). Yield: 50.7%. As a reaction SMILES: C1COCC1.[Si]([O:13][C@@H:14]1[CH2:18][CH2:17][N:16]([CH2:19][CH2:20][O:21][C:22]2[CH:27]=[CH:26][C:25]([N:28]3[CH:33]=[CH:32][C:31]([O:34][CH2:35][C:36]4[CH:41]=[CH:40][C:39]([Cl:42])=[CH:38][N:37]=4)=[CH:30][C:29]3=[O:43])=[CH:24][CH:23]=2)[CH2:15]1)(C(C)(C)C)(C)C>C(Cl)(Cl)Cl>[Cl:42][C:39]1[CH:40]=[CH:41][C:36]([CH2:35][O:34][C:31]2[CH:32]=[CH:33][N:28]([C:25]3[CH:24]=[CH:23][C:22]([O:21][CH2:20][CH2:19][N:16]4[CH2:17][CH2:18][C@@H:14]([OH:13])[CH2:15]4)=[CH:27][CH:26]=3)[C:29](=[O:43])[CH:30]=2)=[N:37][CH:38]=1. Procedure: Tetra-n-butylamnunium fluoroide (1.0M THF solution, 0.924 mL, 0.92 mmol) was added to THF (2 mL) solution of 1-{4-[2-((3R)-3-{[tert-butyl(dimethyl)silyl]oxy}-1-pyrrolidinyl)ethoxy]phenyl}-4-[(5-chloro-2-pyridinyl)methoxy]-1H-pyridin-2-one (257.0 mg, 0.46 mmol), and stirred at room temperature for 3 hours. Chloroform was added to the reaction liquid, which then was washed with saturated brine and dried over anhydrous magnesium sulfate. Concentrating the solvent under reduced pressure, the residue... The reactants are C(C)(C)(C)OC(=O)N1CC2=CC=C(C=C2CC1)NC(=O)NC1=C(C=CC(=C1)F)OC (6-[3-(5-fluoro-2-methoxy-phenyl)-ureido]-3,4-dihydro-1H-isoquinoline-2-carboxylic acid tert-butyl ester), Cl (hydrochloric acid). Solvent: C(C)(C)OC(C)C (diisopropyl ether). Conditions: time 15 hour. The product is Cl.FC=1C=CC(=C(C1)NC(=O)NC=1C=C2CCNCC2=CC1)OC (1-(5-fluoro-2-methoxy-phenyl)-3-(1,2,3,4-tetrahydro-isoquinolin-6-yl)-urea hydrochloride). The yield is 94.0%. RXN SMILES: C(OC([N:8]1[CH2:17][CH2:16][C:15]2[C:10](=[CH:11][CH:12]=[C:13]([NH:18][C:19]([NH:21][C:22]3[CH:27]=[C:26]([F:28])[CH:25]=[CH:24][C:23]=3[O:29][CH3:30])=[O:20])[CH:14]=2)[CH2:9]1)=O)(C)(C)C.[ClH:31]>C(OC(C)C)(C)C>[ClH:31].[F:28][C:26]1[CH:25]=[CH:24][C:23]([O:29][CH3:30])=[C:22]([NH:21][C:19]([NH:18][C:13]2[CH:14]=[C:15]3[C:10](=[CH:11][CH:12]=2)[CH2:9][NH:8][CH2:17][CH2:16]3)=[O:20])[CH:27]=1 |f:3.4|. Reported procedure: A suspension of 6-[3-(5-fluoro-2-methoxy-phenyl)-ureido]-3,4-dihydro-1H-isoquinoline-2-carboxylic acid tert-butyl ester (1.20 g) obtained in Example (22a) and 4 N hydrochloric acid (1,4-dioxane solution, 10 mL) was stirred at room temperature for 15 hours and diluted with diisopropyl ether. The precipitate was collected by filtration and dried to obtain the title compound (1.20 g, 94%) as a light beige solid.